From a dataset of the Open Reaction Database (ORD), a public repository of structured organic reaction records. describe an organic reaction: reactants, conditions, products, and yield Reactants: O=C([O-])O, Cc1cccc(CC(=O)N2CCc3cc(B4OC(C)(C)C(C)(C)O4)ccc32)c1, Nc1ncnc2c1c(I)nn2CCO, [Na+], C1COCCO1, O. The product is Cc1cccc(CC(=O)N2CCc3cc(-c4nn(CCO)c5ncnc(N)c45)ccc32)c1. RXN SMILES: [C:43](=[O:44])([OH:45])[O-:46].[CH3:15][c:16]1[cH:17][c:18]([CH2:22][C:23](=[O:24])[N:25]2[CH2:26][CH2:27][c:28]3[cH:29][c:30]([B:34]4[O:35][C:36]([CH3:37])([CH3:38])[C:39]([CH3:40])([CH3:41])[O:42]4)[cH:31][cH:32][c:33]32)[cH:19][cH:20][cH:21]1.[NH2:1][c:2]1[c:3]2[c:4]([n:5][cH:6][n:7]1)[n:8]([CH2:12][CH2:13][OH:14])[n:9][c:10]2[I:11].[Na+:47].[O:48]1[CH2:49][CH2:50][O:51][CH2:52][CH2:53]1.[OH2:54]>>[NH2:1][c:2]1[c:3]2[c:4]([n:5][cH:6][n:7]1)[n:8]([CH2:12][CH2:13][OH:14])[n:9][c:10]2-[c:30]1[cH:29][c:28]2[c:33]([cH:32][cH:31]1)[N:25]([C:23]([CH2:22][c:18]1[cH:17][c:16]([CH3:15])[cH:21][cH:20][cH:19]1)=[O:24])[CH2:26][CH2:27]2.